Dataset: the Open Reaction Database (ORD), a public repository of structured organic reaction records. Task: describe an organic reaction: reactants, conditions, products, and yield The reactants are C(C)(C)(C)OC(=O)N[C@@H]1[C@@H](CCCC1)NC1=C(C2=C(C(=N1)Cl)C(N(C2)C(=O)OC(C)(C)C)=O)F (tert-butyl 6-((1R,2S)-2-(tert-butoxycarbonylamino)cyclohexylamino)-4-chloro-7-fluoro-3-oxo-1H-pyrrolo[3,4-c]pyridine-2(3H)-carboxylate), CN1N=C2C(=C1C)SC(=C2)[Sn](CCCC)(CCCC)CCCC (2,3-dimethyl-5-(tributylstannyl)-2H-thieno[3,2-c]pyrazole). The reagents and catalysts are C=1C=CC(=CC1)[P](C=2C=CC=CC2)(C=3C=CC=CC3)[Pd]([P](C=4C=CC=CC4)(C=5C=CC=CC5)C=6C=CC=CC6)([P](C=7C=CC=CC7)(C=8C=CC=CC8)C=9C=CC=CC9)[P](C=1C=CC=CC1)(C=1C=CC=CC1)C=1C=CC=CC1 (tetrakis(triphenylphosphine)palladium(0)). Run in C1(=CC=CC=C1)C (toluene). Conditions: temperature 90 celsius. Product: C(C)(C)(C)OC(=O)N[C@@H]1[C@@H](CCCC1)NC1=C(C2=C(C(=N1)C1=CC3=NN(C(=C3S1)C)C)C(N(C2)C(=O)OC(C)(C)C)=O)F (tert-butyl 6-(((1R,2S)-2-((tert-butoxycarbonyl)amino)cyclohexyl)amino)-4-(2,3-dimethyl-2H-thieno[3,2-c]pyrazol-5-yl)-7-fluoro-3-oxo-1H-pyrrolo[3,4-c]pyridine-2(3H)-carboxylate). As a reaction SMILES: [C:1]([O:5][C:6]([NH:8][C@H:9]1[CH2:14][CH2:13][CH2:12][CH2:11][C@H:10]1[NH:15][C:16]1[N:21]=[C:20](Cl)[C:19]2[C:23](=[O:33])[N:24]([C:26]([O:28][C:29]([CH3:32])([CH3:31])[CH3:30])=[O:27])[CH2:25][C:18]=2[C:17]=1[F:34])=[O:7])([CH3:4])([CH3:3])[CH3:2].[CH3:35][N:36]1[C:40]([CH3:41])=[C:39]2[S:42][C:43]([Sn](CCCC)(CCCC)CCCC)=[CH:44][C:38]2=[N:37]1>C1(C)C=CC=CC=1.C1C=CC([P]([Pd]([P](C2C=CC=CC=2)(C2C=CC=CC=2)C2C=CC=CC=2)([P](C2C=CC=CC=2)(C2C=CC=CC=2)C2C=CC=CC=2)[P](C2C=CC=CC=2)(C2C=CC=CC=2)C2C=CC=CC=2)(C2C=CC=CC=2)C2C=CC=CC=2)=CC=1>[C:1]([O:5][C:6]([NH:8][C@H:9]1[CH2:14][CH2:13][CH2:12][CH2:11][C@H:10]1[NH:15][C:16]1[N:21]=[C:20]([C:43]2[S:42][C:39]3[C:38](=[N:37][N:36]([CH3:35])[C:40]=3[CH3:41])[CH:44]=2)[C:19]2[C:23](=[O:33])[N:24]([C:26]([O:28][C:29]([CH3:32])([CH3:31])[CH3:30])=[O:27])[CH2:25][C:18]=2[C:17]=1[F:34])=[O:7])([CH3:4])([CH3:3])[CH3:2] |^1:68,70,89,108|. Procedure: In a 30 mL sealed cap glass tube, tert-butyl 6-((1R,2S)-2-(tert-butoxycarbonylamino)cyclohexylamino)-4-chloro-7-fluoro-3-oxo-1H-pyrrolo[3,4-c]pyridine-2(3H)-carboxylate (150 mg, 0.301 mmol), 2,3-dimethyl-5-(tributylstannyl)-2H-thieno[3,2-c]pyrazole (265 mg, 0.601 mmol) and tetrakis(triphenylphosphine)palladium(0) (174 mg, 0.150 mmol) were dissolved in toluene (5 mL). The cap was sealed and the reaction mixture was heated at 90° C. in an oil bath for 2 hours. The mixture was concentrated to give ... Reactants: ClCC1=CC=C(C=C1)NC(=O)C1=CC2=CC(=CC=C2CC1)C1=CC=CC=C1 (N-[4-(chloromethyl)-phenyl]-7-phenyl-3,4-dihydronaphthalene-2-carboxamide), N1=C(C=CC=C1)C (2-picoline). Solvent: CN(C)C=O (DMF). Reaction conditions: temperature 70 celsius, time 63 hour. Product: [Cl-].CC1=[N+](C=CC=C1)CC1=CC=C(C=C1)NC(=O)C1=CC2=CC(=CC=C2CC1)C1=CC=CC=C1 (2-methyl-1-[4-(7-phenyl-3,4-dihydronaphthalene-2-carboxamido)benzyl]-pyridinium chloride). As a reaction SMILES: [Cl:1][CH2:2][C:3]1[CH:8]=[CH:7][C:6]([NH:9][C:10]([C:12]2[CH2:21][CH2:20][C:19]3[C:14](=[CH:15][C:16]([C:22]4[CH:27]=[CH:26][CH:25]=[CH:24][CH:23]=4)=[CH:17][CH:18]=3)[CH:13]=2)=[O:11])=[CH:5][CH:4]=1.[N:28]1[CH:33]=[CH:32][CH:31]=[CH:30][C:29]=1[CH3:34]>CN(C=O)C>[Cl-:1].[CH3:34][C:29]1[CH:30]=[CH:31][CH:32]=[CH:33][N+:28]=1[CH2:2][C:3]1[CH:8]=[CH:7][C:6]([NH:9][C:10]([C:12]2[CH2:21][CH2:20][C:19]3[C:14](=[CH:15][C:16]([C:22]4[CH:27]=[CH:26][CH:25]=[CH:24][CH:23]=4)=[CH:17][CH:18]=3)[CH:13]=2)=[O:11])=[CH:5][CH:4]=1 |f:3.4|. Procedure: In DMF (3ml) was dissolved N-[4-(chloromethyl)-phenyl]-7-phenyl-3,4-dihydronaphthalene-2-carboxamide (160mg), and to the mixture was added 2-picoline (126 μl). The mixture was stirred at 70° C. for 63 hours and concentrated under reduced pressure. The residue was recrystallized from ethyl acetate-methanol to give 2-methyl-1-[4-(7-phenyl-3,4-dihydronaphthalene-2-carboxamido)benzyl]-pyridinium chloride (Compound 28) (140mg) as pale brown crystals. Reactants: O=C(Cl)c1ccccc1, C1CCOC1, Cl, COc1cccc(OC)c1CNC(=N)Nc1nc(CN)cs1. Yields the product COc1cccc(OC)c1CNC(=N)Nc1nc(CNC(=O)c2ccccc2)cs1. As a reaction SMILES: [C:24]([c:25]1[cH:26][cH:27][cH:28][cH:29][cH:30]1)(=[O:31])[Cl:32].[CH2:33]1[O:34][CH2:35][CH2:36][CH2:37]1.[ClH:1].[NH2:2][CH2:3][c:4]1[n:5][c:6]([NH:9][C:10](=[NH:11])[NH:12][CH2:13][c:14]2[c:15]([O:22][CH3:23])[cH:16][cH:17][cH:18][c:19]2[O:20][CH3:21])[s:7][cH:8]1>>[NH:2]([CH2:3][c:4]1[n:5][c:6]([NH:9][C:10](=[NH:11])[NH:12][CH2:13][c:14]2[c:15]([O:22][CH3:23])[cH:16][cH:17][cH:18][c:19]2[O:20][CH3:21])[s:7][cH:8]1)[C:24]([c:25]1[cH:26][cH:27][cH:28][cH:29][cH:30]1)=[O:31]. Starting materials: N#CCCCCCCCCCCC(Cl)(Cl)C(=O)O, O, O=S(=O)(O)O. Yields the product NC(=O)CCCCCCCCCCC(Cl)(Cl)C(=O)O. As a reaction SMILES: [Cl:1][C:2]([C:3](=[O:4])[OH:5])([CH2:6][CH2:7][CH2:8][CH2:9][CH2:10][CH2:11][CH2:12][CH2:13][CH2:14][CH2:15][C:16]#[N:17])[Cl:18].[OH2:24].[S:19]([OH:20])(=[O:21])(=[O:22])[OH:23]>>[Cl:1][C:2]([C:3](=[O:4])[OH:5])([CH2:6][CH2:7][CH2:8][CH2:9][CH2:10][CH2:11][CH2:12][CH2:13][CH2:14][CH2:15][C:16]([NH2:17])=[O:20])[Cl:18]. Reactants: Cl.C(C)O\C=C\1/C(C2=CC=CC=C2OC12CCNCC2)=O ((Z)-3-(Ethoxymethylene)spiro[chroman-2,4′-piperidin]-4-one hydrochloride), CNN (methylhydrazine). Run in C(C)O (ethanol). Reaction conditions: temperature 70 celsius, time 10 minute. Yields the product Cl.CN1N=C2C(=C1)C1(CCNCC1)OC=1C=CC=CC12 (2-methylspiro[chromeno[4,3-c]pyrazole-4,4′-piperidine]hydrochloride). Isolated yield 51.8%. RXN SMILES: [ClH:1].C(O/[CH:5]=[C:6]1\[C:7](=O)[C:8]2[C:13]([O:14][C:15]3\1[CH2:20][CH2:19][NH:18][CH2:17][CH2:16]3)=[CH:12][CH:11]=[CH:10][CH:9]=2)C.[CH3:22][NH:23][NH2:24]>C(O)C>[ClH:1].[CH3:22][N:23]1[CH:5]=[C:6]2[C:15]3([O:14][C:13]4[CH:12]=[CH:11][CH:10]=[CH:9][C:8]=4[C:7]2=[N:24]1)[CH2:20][CH2:19][NH:18][CH2:17][CH2:16]3 |f:0.1,4.5|. Procedure: (Z)-3-(Ethoxymethylene)spiro[chroman-2,4′-piperidin]-4-one hydrochloride (2.46 g, 7.94 mmol) in ethanol (24.6 mL) was treated with methylhydrazine (423 μL, 7.94 mmol). The reaction mixture was heated at 70° C. for 1 h and then at 100° C. for 10 min. The mixture was allowed to cool to room temperature overnight. The yellow solid was filtered off and was washed with ethanol to give 2-methylspiro[chromeno[4,3-c]pyrazole-4,4′-piperidine]hydrochloride (1.20 g, 74%). ESI-MS m/z calc. 255.1. found 256.... Starting materials: compound 15, CC1=CC=CC=C1 (methylbenzene), CN(C)CN(C)C (N,N,N',N'-tetramethyldiaminomethane), C(C)(=O)Cl (acetylchloride), CC1=CC=CC=C1 (methylbenzene), CC1=CC=CC=C1 (methylbenzene). Reaction conditions: temperature 20 celsius, time 20 minute. Yields the product 11.66, C1(=CC=CC=C1)CC(=O)N (benzeneacetamide). Reaction SMILES: CN(C[N:5]([CH3:7])C)C.C(Cl)(=[O:10])C.[CH3:12][C:13]1[CH:18]=[CH:17][CH:16]=[CH:15][CH:14]=1>>[C:13]1([CH2:12][C:7]([NH2:5])=[O:10])[CH:18]=[CH:17][CH:16]=[CH:15][CH:14]=1. Procedure details: To a stirred solution of 3.37 parts of N,N,N',N'-tetramethyldiaminomethane in 44 parts of methylbenzene was added dropwise a solution of 2.59 parts of acetylchloride in 26 parts of methylbenzene during 30 minutes at 20°-25° C. under nitrogen atmosphere. Upon completion, the reaction mixture was further stirred for 20 minutes. 10.21 Parts of compound 15 and 78 parts of methylbenzene were added to the previous mixture and stirred for 5 hours at 80° C. The reaction mixture was allowed to cool to 20...